This data is from the Open Reaction Database (ORD), a public repository of structured organic reaction records. The task is: describe an organic reaction: reactants, conditions, products, and yield Reactants: CC(C)(C)OC(=O)Nc1ccc(-c2nnc3c(C(=O)OC(C)(C)C)ccnn23)cc1, ClCCl, C[Si](C)(C)I. The product is CC(C)(C)OC(=O)c1ccnn2c(-c3ccc(N)cc3)nnc12. As a reaction SMILES: [C:1]([O:2][C:3](=[O:4])[NH:8][c:9]1[cH:10][cH:11][c:12](-[c:15]2[n:16][n:17][c:18]3[n:19]2[n:20][cH:21][cH:22][c:23]3[C:24](=[O:25])[O:26][C:27]([CH3:28])([CH3:29])[CH3:30])[cH:13][cH:14]1)([CH3:5])([CH3:6])[CH3:7].[Cl:36][CH2:37][Cl:38].[I:31][Si:32]([CH3:33])([CH3:34])[CH3:35]>>[NH2:8][c:9]1[cH:10][cH:11][c:12](-[c:15]2[n:16][n:17][c:18]3[n:19]2[n:20][cH:21][cH:22][c:23]3[C:24](=[O:25])[O:26][C:27]([CH3:28])([CH3:29])[CH3:30])[cH:13][cH:14]1.